From a dataset of the Open Reaction Database (ORD), a public repository of structured organic reaction records. describe an organic reaction: reactants, conditions, products, and yield Starting materials: O=S(=O)(Cl)c1ccc(Br)cc1OC(F)(F)F, C1CCOC1, NCC1CCC(C(=O)O)CC1, [Na+], [OH-]. The product is O=C(O)C1CCC(CNS(=O)(=O)c2ccc(Br)cc2OC(F)(F)F)CC1. As a reaction SMILES: [Br:12][c:13]1[cH:14][c:15]([O:23][C:24]([F:25])([F:26])[F:27])[c:16]([S:19](=[O:20])(=[O:21])[Cl:22])[cH:17][cH:18]1.[CH2:28]1[O:29][CH2:30][CH2:31][CH2:32]1.[NH2:1][CH2:2][CH:3]1[CH2:4][CH2:5][CH:6]([C:9](=[O:10])[OH:11])[CH2:7][CH2:8]1.[Na+:34].[OH-:33]>>[NH:1]([CH2:2][CH:3]1[CH2:4][CH2:5][CH:6]([C:9](=[O:10])[OH:11])[CH2:7][CH2:8]1)[S:19]([c:16]1[c:15]([O:23][C:24]([F:25])([F:26])[F:27])[cH:14][c:13]([Br:12])[cH:18][cH:17]1)(=[O:20])=[O:21].